Dataset: the Open Reaction Database (ORD), a public repository of structured organic reaction records. Task: describe an organic reaction: reactants, conditions, products, and yield Conditions: time 30 minute. As a reaction SMILES: [H-].[Na+].[C:3]([CH2:5]P(=O)(OCC)OCC)#[N:4].[CH3:14][C:15]1[CH:20]=[CH:19][N:18]=[C:17]([C:21]2[CH:28]=[CH:27][C:24]([CH:25]=O)=[C:23]([N+:29]([O-:31])=[O:30])[CH:22]=2)[CH:16]=1.O>O1CCCC1>[CH3:14][C:15]1[CH:20]=[CH:19][N:18]=[C:17]([C:21]2[CH:28]=[CH:27][C:24]([CH:25]=[CH:5][C:3]#[N:4])=[C:23]([N+:29]([O-:31])=[O:30])[CH:22]=2)[CH:16]=1 |f:0.1|. Procedure details: To a suspension of sodium hydride (60% dispersion in mineral oil, 240 mg) in tetrahydrofuran (10 ml) was added a solution of diethyl cyanomethylphosphonate (0.971 ml) dropwise at 0° C., and the mixture was stirred at ambient temperature for 30 minutes. Then to the resultant mixture was added a solution of 4-(4-methylpyridin-2-yl)-2-nitrobenzaldehyde (1.21 g) in tetrahydrofuran (15 ml) dropwise at 0° C., and the mixture was stirred at ambient temperature for 1 hour. The reaction mixture was poure... The solvent is O1CCCC1 (tetrahydrofuran), O1CCCC1 (tetrahydrofuran). Product: CC1=CC(=NC=C1)C1=CC(=C(C=CC#N)C=C1)[N+](=O)[O-] (4-(4-methylpyridin-2-yl)-2-nitrocinnamonitrile). Reactants: resultant mixture, CC1=CC(=NC=C1)C1=CC(=C(C=O)C=C1)[N+](=O)[O-] (4-(4-methylpyridin-2-yl)-2-nitrobenzaldehyde), O (water), [H-].[Na+] (sodium hydride), C(#N)CP(OCC)(OCC)=O (diethyl cyanomethylphosphonate). The reactants are Cl.C(#N)C1(CC1)NC(=O)[C@H]1NC[C@@H](C1)S(=O)(=O)C1=C(C=CC=C1)Cl ((2S,4R)-4-(2-chloro-benzenesulfonyl)-pyrrolidine-2-carboxylic acid (1-cyano-cyclopropyl)-amide hydrochloride), A1, C(C)(=O)O (acetic acid). Yields the product C(#N)C1(CC1)NC(=O)[C@H]1N(C[C@@H](C1)S(=O)(=O)C1=C(C=CC=C1)Cl)C(C)=O ((2S,4R)-1-acetyl-4-(2-chloro-benzenesulfonyl)-pyrrolidine-2-carboxylic acid (1-cyano-cyclopropyl)-amide). RXN SMILES: Cl.[C:2]([C:4]1([NH:7][C:8]([C@@H:10]2[CH2:14][C@@H:13]([S:15]([C:18]3[CH:23]=[CH:22][CH:21]=[CH:20][C:19]=3[Cl:24])(=[O:17])=[O:16])[CH2:12][NH:11]2)=[O:9])[CH2:6][CH2:5]1)#[N:3].[C:25](O)(=[O:27])[CH3:26]>>[C:2]([C:4]1([NH:7][C:8]([C@@H:10]2[CH2:14][C@@H:13]([S:15]([C:18]3[CH:23]=[CH:22][CH:21]=[CH:20][C:19]=3[Cl:24])(=[O:17])=[O:16])[CH2:12][N:11]2[C:25](=[O:27])[CH3:26])=[O:9])[CH2:6][CH2:5]1)#[N:3] |f:0.1|. Reported procedure: (2S,4R)-4-(2-chloro-benzenesulfonyl)-pyrrolidine-2-carboxylic acid (1-cyano-cyclopropyl)-amide hydrochloride from experiment K4 was coupled with acetic acid in analogy to experiment A1 to give (2S,4R)-1-acetyl-4-(2-chloro-benzenesulfonyl)-pyrrolidine-2-carboxylic acid (1-cyano-cyclopropyl)-amide as a colorless solid. MS: 496.0 [M+H]+. Yields the product Nc1ccc(F)c(C(=O)O)c1. As a reaction SMILES: [C:18].[CH3:16][OH:17].[F:1][c:2]1[c:3]([C:4](=[O:5])[OH:6])[cH:7][c:8]([N+:11]([O-:12])=[O:13])[cH:9][cH:10]1.[H:14][H:15].[Pd:19]>>[F:1][c:2]1[c:3]([C:4](=[O:5])[OH:6])[cH:7][c:8]([NH2:11])[cH:9][cH:10]1. Reactants: C, CO, O=C(O)c1cc([N+](=O)[O-])ccc1F, [H][H], [Pd]. The reactants are C(C1=CC=CC=C1)OC1=C(C=CC=C1)C=CC1=CC=C(C#N)C=C1 (4-[2-(2-benzyloxyphenyl)ethenyl]-benzonitrile), C(CCC)[Sn](CCCC)(CCCC)N=[N+]=[N-] (tri-n-butyltin azide), S(N)(O)(=O)=O (Sulphamic acid), N(=O)[O-].[Na+] (sodium nitrite). The solvent is C1(=CC=CC=C1)C (toluene). Conditions: time 30 minute. Yields the product C(C1=CC=CC=C1)OC1=C(C=CC=C1)C=CC1=CC=C(C=C1)C1=NN=NN1 (5-{4-[2(2-Benzyloxyphenyl)ethenyl]phenyl}tetrazole). RXN SMILES: [CH2:1]([O:8][C:9]1[CH:14]=[CH:13][CH:12]=[CH:11][C:10]=1[CH:15]=[CH:16][C:17]1[CH:24]=[CH:23][C:20]([C:21]#[N:22])=[CH:19][CH:18]=1)[C:2]1[CH:7]=[CH:6][CH:5]=[CH:4][CH:3]=1.C([Sn]([N:38]=[N+:39]=[N-:40])(CCCC)CCCC)CCC.N([O-])=O.[Na+].S(=O)(=O)(O)N>C1(C)C=CC=CC=1>[CH2:1]([O:8][C:9]1[CH:14]=[CH:13][CH:12]=[CH:11][C:10]=1[CH:15]=[CH:16][C:17]1[CH:18]=[CH:19][C:20]([C:21]2[NH:40][N:39]=[N:38][N:22]=2)=[CH:23][CH:24]=1)[C:2]1[CH:3]=[CH:4][CH:5]=[CH:6][CH:7]=1 |f:2.3|. Procedure details: A mixture of 4-[2-(2-benzyloxyphenyl)ethenyl]-benzonitrile as a mixture of isomers (7.88 g) and tri-n-butyltin azide (20.03 ml, 2.53M solution in toluene) in toluene 100 ml was heated at reflux for 66 hours. The mixture was cooled (ice bath) and added dropwise to excess sodium nitrite and stirred for 30 minutes. Sulphamic acid (9 g) was added and the mixture left to stand at 5° C. for 18 hours. The resulting yellow precipitate (9.7 g) was filtered off, dried and mixed with potassium carbonate (7...